From a dataset of the Open Reaction Database (ORD), a public repository of structured organic reaction records. describe an organic reaction: reactants, conditions, products, and yield The reactants are OCCC1=C(N=C2N(C1=O)CCS2)C (2,3-dihydro-6-(2-hydroxyethyl)-7-methyl-5H-thiazolo[3,2-a]pyrimidin-5-one), Br (hydrobromic acid). Run in C(C)(=O)O (acetic acid), C(C)(=O)O (acetic acid). Conditions: time 17.25 hour. The product is 102.3, Br.BrCCC1=C(N=C2N(C1=O)CCS2)C (6-(2-bromoethyl)-2,3-dihydro-7-methyl-5H-thiazolo[3,2-a]pyrimidin-5-one monohydrobromide). As a reaction SMILES: O[CH2:2][CH2:3][C:4]1[C:9](=[O:10])[N:8]2[CH2:11][CH2:12][S:13][C:7]2=[N:6][C:5]=1[CH3:14].[BrH:15]>C(O)(=O)C>[BrH:15].[Br:15][CH2:2][CH2:3][C:4]1[C:9](=[O:10])[N:8]2[CH2:11][CH2:12][S:13][C:7]2=[N:6][C:5]=1[CH3:14] |f:3.4|. Procedure: To 79.6 parts of 2,3-dihydro-6-(2-hydroxyethyl)-7-methyl-5H-thiazolo[3,2-a]pyrimidin-5-one were added dropwise successively 95 parts of acetic acid and 303 parts of a hydrobromic acid solution 30% in acetic acid at a temperature below 45° C. Upon completion, the whole was heated to reflux and stirring was continued for 17.25 hours at reflux temperature. The reaction mixture was cooled to room temperature. The precipitated product was filtered off and stirred in 152 parts of 2-propanol. The produ... Starting materials: N (ammonia), ClC=1C=CC(=C(C(=O)C2=CC=CC=C2)C1)N1C(=NN=C1Br)C (5-chloro-2-(3-methyl-5-bromo-4H-1,2,4-triazol-4-yl)benzophenone), ice water. The solvent is C(Cl)(Cl)Cl (chloroform), CS(=O)C (dimethylsulfoxide). Yields the product CC1=NN=C2N1C1=CC=C(C=C1C(=N2)C2=CC=CC=C2)Cl (1-methyl-5-phenyl-7-chloro-s-triazolo[4,3-a]quinazoline). RXN SMILES: [Cl:1][C:2]1[CH:3]=[CH:4][C:5]([N:16]2[C:20](Br)=[N:19][N:18]=[C:17]2[CH3:22])=[C:6]([CH:15]=1)[C:7]([C:9]1[CH:14]=[CH:13][CH:12]=[CH:11][CH:10]=1)=O.[NH3:23]>CS(C)=O.C(Cl)(Cl)Cl>[CH3:22][C:17]1[N:16]2[C:5]3[C:6]([C:7]([C:9]4[CH:14]=[CH:13][CH:12]=[CH:11][CH:10]=4)=[N:23][C:20]2=[N:19][N:18]=1)=[CH:15][C:2]([Cl:1])=[CH:3][CH:4]=3. Procedure: In the next place, a solution of 0.5 g of the above-mentioned 5-chloro-2-(3-methyl-5-bromo-4H-1,2,4-triazol-4-yl)benzophenone in 20 ml of dimethylsulfoxide was heated, with stirring, at about 180° C for 10 hours, during which ammonia gas was continuously passed into the reaction mixture. After cooling, the reaction mixture was poured into ice-water and the resulting crystals were filtered, washed with water and dried. The crystals thus obtained was dissolved in chloroform and chromatographed on ... Starting materials: COC(C(=O)C1=CC=CC=C1)(C)OC (2,2-dimethoxy-1-phenylpropan-1-one), CC(C)([O-])C.[K+] (potassium tert-butoxide), O (water). Reagents/catalysts: [Br-].C(C)[P+](C1=CC=CC=C1)(C1=CC=CC=C1)C1=CC=CC=C1 (ethyltriphenylphosphonium bromide). Run in O1CCCC1 (THF), O1CCCC1 (tetrahydrofuran), O1CCCC1 (THF). Run at temperature 5 celsius, time 10 minute. The product is COC(C)(OC)C(=CC)C1=CC=CC=C1 ([1-(1,1-dimethoxyethyl)propenyl]benzene). Yield: 53.1%. RXN SMILES: [CH3:1][C:2](C)([O-])C.[K+].[CH3:7][O:8][C:9]([O:19][CH3:20])([CH3:18])[C:10]([C:12]1[CH:17]=[CH:16][CH:15]=[CH:14][CH:13]=1)=O.O>O1CCCC1.[Br-].C([P+](C1C=CC=CC=1)(C1C=CC=CC=1)C1C=CC=CC=1)C>[CH3:7][O:8][C:9]([C:10]([C:12]1[CH:17]=[CH:16][CH:15]=[CH:14][CH:13]=1)=[CH:1][CH3:2])([O:19][CH3:20])[CH3:18] |f:0.1,5.6|. Procedure details: At 5° C., a solution of 2.5 g of potassium tert-butoxide in 25 ml of tetrahydrofuran (THF) was added dropwise to 8.2 g of ethyltriphenylphosphonium bromide dissolved in 50 ml of THF. The mixture was then stirred at 5° C. for about 10 min, and a solution of 3.9 g of 2,2-dimethoxy-1-phenylpropan-1-one from Example 1 in 10 ml of THF was added dropwise. The reaction mixture was stirred at 20 to 25° C. for 72 h and then admixed with about 300 ml of water and extracted with methyl tert-butyl ether (MT... Starting materials: Cl.N1CCC(CC1)C(=O)C=1C2=C(N=CN1)NC=C2 (Piperidin-4-yl(7H-pyrrolo[2,3-d]pyrimidin-4-yl)methanone hydrochloride), FC(C1=CC=C(CBr)C=C1)(F)F (4-(trifluoromethyl)benzyl bromide), C(C)(C)N(C(C)C)CC (N,N-diisopropylethylamine), [Cl-].[NH4+] (ammonium chloride). Run in C(C)#N (acetonitrile), O (water). Yields the product N1=CN=C(C2=C1NC=C2)C(=O)C2CCN(CC2)CC2=CC=C(C=C2)C(F)(F)F ((7H-Pyrrolo[2,3-d]pyrimidin-4-yl){1-[4-(trifluoromethyl)benzyl]piperidin-4-yl}methanone). The yield is 74.7%. As a reaction SMILES: Cl.[NH:2]1[CH2:7][CH2:6][CH:5]([C:8]([C:10]2[C:11]3[CH:18]=[CH:17][NH:16][C:12]=3[N:13]=[CH:14][N:15]=2)=[O:9])[CH2:4][CH2:3]1.[F:19][C:20]([F:30])([F:29])[C:21]1[CH:28]=[CH:27][C:24]([CH2:25]Br)=[CH:23][CH:22]=1.C(N(CC)C(C)C)(C)C.[Cl-].[NH4+]>C(#N)C.O>[N:13]1[C:12]2[NH:16][CH:17]=[CH:18][C:11]=2[C:10]([C:8]([CH:5]2[CH2:6][CH2:7][N:2]([CH2:25][C:24]3[CH:23]=[CH:22][C:21]([C:20]([F:19])([F:29])[F:30])=[CH:28][CH:27]=3)[CH2:3][CH2:4]2)=[O:9])=[N:15][CH:14]=1 |f:0.1,4.5|. Reported procedure: Piperidin-4-yl(7H-pyrrolo[2,3-d]pyrimidin-4-yl)methanone hydrochloride (60.0 mg, 0.224 mmol) in acetonitrile (3 mL) was stirred with 4-(trifluoromethyl)benzyl bromide (70.0 mg, 0.292 mmol) and N,N-diisopropylethylamine (144 μL, 0.784 mmol) at 60° C. for 2 hours and allowed to cool to room temperature. After addition of water and saturated aqueous ammonium chloride, the reaction mixture was extracted with ethyl acetate. The organic layer was dried over anhydrous sodium sulfate and concentrated un... Starting materials: N1(CCCCC1)C(=O)C1NCCC2=C1C=CS2 (4-(piperidin-1-yl)carbonyl-4,5,6,7-tetrahydrothieno[3,2-c]pyridine), [H-].[Al+3].[Li+].[H-].[H-].[H-] (lithium aluminium hydride). Solvent: C1CCOC1 (THF). Product: N1(CCCCC1)CC1NCCC2=C1C=CS2 (4-(piperidin-1-yl)methyl-4,5,6,7-tetrahydrothieno[3,2-c]pyridine). RXN SMILES: [N:1]1([C:7]([CH:9]2[C:14]3[CH:15]=[CH:16][S:17][C:13]=3[CH2:12][CH2:11][NH:10]2)=O)[CH2:6][CH2:5][CH2:4][CH2:3][CH2:2]1.[H-].[Al+3].[Li+].[H-].[H-].[H-]>C1COCC1>[N:1]1([CH2:7][CH:9]2[C:14]3[CH:15]=[CH:16][S:17][C:13]=3[CH2:12][CH2:11][NH:10]2)[CH2:6][CH2:5][CH2:4][CH2:3][CH2:2]1 |f:1.2.3.4.5.6|. Procedure details: Prepared as Description No. 4, from 1.7 g (6.8 mmoles) of 4-(piperidin-1-yl)carbonyl-4,5,6,7-tetrahydrothieno[3,2-c]pyridine and 600 mg (15.79 mmoles) of lithium aluminium hydride in 50 ml of dry THF.